From a dataset of the Open Reaction Database (ORD), a public repository of structured organic reaction records. describe an organic reaction: reactants, conditions, products, and yield The reactants are CC(=O)OI1(OC(C)=O)(OC(C)=O)OC(=O)c2ccccc21, COc1ccc(C(O)C#CC(C)(C)O)cc1Cl, ClCCl, O. The product is COc1ccc(C(=O)C#CC(C)(C)O)cc1Cl. Reaction SMILES: [CH3:18][C:19]([O:20][I:21]1([O:31][C:32]([CH3:33])=[O:34])([O:35][C:36]([CH3:37])=[O:38])[c:22]2[c:23]([cH:24][cH:25][cH:26][cH:27]2)[C:28](=[O:29])[O:30]1)=[O:39].[Cl:1][c:2]1[cH:3][c:4]([CH:10]([C:11]#[C:12][C:13]([CH3:14])([OH:15])[CH3:16])[OH:17])[cH:5][cH:6][c:7]1[O:8][CH3:9].[Cl:40][CH2:41][Cl:42].[OH2:43]>>[Cl:1][c:2]1[cH:3][c:4]([C:10]([C:11]#[C:12][C:13]([CH3:14])([OH:15])[CH3:16])=[O:17])[cH:5][cH:6][c:7]1[O:8][CH3:9]. Starting materials: COC(=O)C=1N(N=C(C1)C)CC1=CC=CC=C1 (2-Benzyl-5-methyl-2H-pyrazole-3-carboxylic acid methyl ester), solution, [H-].[H-].[H-].[H-].[Li+].[Al+3] (LiAlH4). Solvent: C1CCOC1 (THF), C1CCOC1 (THF). Reaction conditions: time 48 hour. Product: C(C1=CC=CC=C1)N1N=C(C=C1CO)C ((2-Benzyl-5-methyl-2H-pyrazol-3yl) methanol). The yield is 97.2%. Reaction SMILES: C[O:2][C:3]([C:5]1[N:6]([CH2:11][C:12]2[CH:17]=[CH:16][CH:15]=[CH:14][CH:13]=2)[N:7]=[C:8]([CH3:10])[CH:9]=1)=O.[H-].[H-].[H-].[H-].[Li+].[Al+3]>C1COCC1>[CH2:11]([N:6]1[C:5]([CH2:3][OH:2])=[CH:9][C:8]([CH3:10])=[N:7]1)[C:12]1[CH:13]=[CH:14][CH:15]=[CH:16][CH:17]=1 |f:1.2.3.4.5.6|. Procedure details: To a stirring solution of 833 mg (3.61 mmol) of 2-Benzyl-5-methyl-2H-pyrazole-3-carboxylic acid methyl ester, prepared as in Part B, in 5 mL of THF at 0° C. is added dropwise over 5 min a solution of 5.5 mL (5.5 mmol, 1.5 equiv) of a 1.0M solution of LiAlH4 in THF. The resulting solution is stirred at RT for 48 h. The reaction mixture is cooled to 0° C. and worked up by carefully quenching first with 0.20 mL of H2O, then 0.20 mL of 15% NaOH, then 0.60 mL of H2O. The resulting slurry is filtered ... RXN SMILES: [C:25](=[O:26])([O-:27])[O-:28].[CH3:44][S:45]([CH3:46])=[O:47].[Cs+:29].[Cs+:30].[NH2:1][c:2]1[cH:3][cH:4][c:5]([F:6])[c:7]([N+:9]([O-:10])=[O:11])[cH:8]1.[OH2:48].[OH:12][c:13]1[c:14]([O:23][CH3:24])[cH:15][c:16]([CH2:19][C:20](=[O:21])[OH:22])[cH:17][cH:18]1.[OH:31][C:32]([CH2:33][C:34]([C:35](=[O:36])[OH:37])([CH2:38][C:39](=[O:40])[OH:41])[OH:42])=[O:43]>>[NH2:1][c:2]1[cH:3][cH:4][c:5]([O:12][c:13]2[c:14]([O:23][CH3:24])[cH:15][c:16]([CH2:19][C:20](=[O:21])[OH:22])[cH:17][cH:18]2)[c:7]([N+:9]([O-:10])=[O:11])[cH:8]1. Starting materials: O=C([O-])[O-], CS(C)=O, [Cs+], [Cs+], Nc1ccc(F)c([N+](=O)[O-])c1, O, COc1cc(CC(=O)O)ccc1O, O=C(O)CC(O)(CC(=O)O)C(=O)O. Product: COc1cc(CC(=O)O)ccc1Oc1ccc(N)cc1[N+](=O)[O-]. Starting materials: O=C1N(C(C(N1C)(COCC=C)C1=CC(=CC=C1)C)=O)C1=CC(=C(C#N)C=C1)C(F)(F)F (4-[2,5-dioxo-3-methyl-4-(3-methylphenyl)-4-[(2-propenyloxy)methyl]imidazolidin-1-yl]-2-trifluoromethylbenzonitrile). The solvent is C(Cl)Cl (DCM), C(Cl)Cl (DCM). Run at time 4 hour. Yields the product O=C1N(C(C(N1C)(C1=CC(=CC=C1)C)CO)=O)C1=CC(=C(C#N)C=C1)C(F)(F)F (4-[2,5-Dioxo-4-hydroxymethyl-3-methyl-4-(3-methylphenyl)imidazolidin-1-yl]-2-trifluoromethylbenzonitrile). As a reaction SMILES: [O:1]=[C:2]1[N:6]([CH3:7])[C:5]([C:13]2[CH:18]=[CH:17][CH:16]=[C:15]([CH3:19])[CH:14]=2)([CH2:8][O:9]CC=C)[C:4](=[O:20])[N:3]1[C:21]1[CH:28]=[CH:27][C:24]([C:25]#[N:26])=[C:23]([C:29]([F:32])([F:31])[F:30])[CH:22]=1>C(Cl)Cl>[O:1]=[C:2]1[N:6]([CH3:7])[C:5]([CH2:8][OH:9])([C:13]2[CH:18]=[CH:17][CH:16]=[C:15]([CH3:19])[CH:14]=2)[C:4](=[O:20])[N:3]1[C:21]1[CH:28]=[CH:27][C:24]([C:25]#[N:26])=[C:23]([C:29]([F:32])([F:30])[F:31])[CH:22]=1. Procedure: To a solution of 856 mg of 4-[2,5-dioxo-3-methyl-4-(3-methylphenyl)-4-[(2-propenyloxy)methyl]imidazolidin-1-yl]-2-trifluoromethylbenzonitrile in DCM (5 mL) is added trifluoroborane-dimethylsulfide complex (812 μL). The mixture is stirred 4 hours at rt, diluted with DCM, washed with an aqueous solution of sodium bicarbonate, dried over magnesium sulfate, concentrated and purified on silica gel (ethyl acetate/cyclohexane 0/100 to 50/50) to give the desired compound.